This data is from the Open Reaction Database (ORD), a public repository of structured organic reaction records. The task is: describe an organic reaction: reactants, conditions, products, and yield Reactants: CC(C)(C)[Si](Cl)(c1ccccc1)c1ccccc1, CN(C)C=O, O, O=C(CCCCO)c1cccnc1, c1c[nH]cn1. Yields the product CC(C)(C)[Si](OCCCCC(=O)c1cccnc1)(c1ccccc1)c1ccccc1. As a reaction SMILES: [C:19]([CH3:20])([CH3:21])([CH3:22])[Si:23]([c:24]1[cH:25][cH:26][cH:27][cH:28][cH:29]1)([c:30]1[cH:31][cH:32][cH:33][cH:34][cH:35]1)[Cl:36].[CH3:37][N:38]([CH3:39])[CH:40]=[O:41].[OH2:42].[OH:1][CH2:2][CH2:3][CH2:4][CH2:5][C:6](=[O:7])[c:8]1[cH:9][n:10][cH:11][cH:12][cH:13]1.[nH:14]1[cH:15][cH:16][n:17][cH:18]1>>[O:1]([CH2:2][CH2:3][CH2:4][CH2:5][C:6](=[O:7])[c:8]1[cH:9][n:10][cH:11][cH:12][cH:13]1)[Si:23]([C:19]([CH3:20])([CH3:21])[CH3:22])([c:24]1[cH:25][cH:26][cH:27][cH:28][cH:29]1)[c:30]1[cH:31][cH:32][cH:33][cH:34][cH:35]1. Starting materials: N12CC(C(CC1)CC2)CC(=O)O ((1-aza-bicyclo[2.2.2]oct-3-yl)-acetic acid), COC1=C(C=CC=C1)CCN (2-(2-methoxy-phenyl)-ethylamine). Yields the product N12CC(C(CC1)CC2)CC(=O)NCCC2=C(C=CC=C2)OC (2-(1-aza-bicyclo[2.2.2]oct-3-yl)-N-[2-(2-methoxy-phenyl)-ethyl]-acetamide). Isolated yield 15.0%. As a reaction SMILES: [N:1]12[CH2:8][CH2:7][CH:4]([CH2:5][CH2:6]1)[CH:3]([CH2:9][C:10]([OH:12])=O)[CH2:2]2.[CH3:13][O:14][C:15]1[CH:20]=[CH:19][CH:18]=[CH:17][C:16]=1[CH2:21][CH2:22][NH2:23]>>[N:1]12[CH2:6][CH2:5][CH:4]([CH2:7][CH2:8]1)[CH:3]([CH2:9][C:10]([NH:23][CH2:22][CH2:21][C:16]1[CH:17]=[CH:18][CH:19]=[CH:20][C:15]=1[O:14][CH3:13])=[O:12])[CH2:2]2. Reported procedure: Using general procedure I, (1-aza-bicyclo[2.2.2]oct-3-yl)-acetic acid (200 mg, 1.20 mmol) and 2-(2-methoxy-phenyl)-ethylamine gave the title compound as a white solid (60 mg, 15%). 1H NMR (400 MHz, CD3OD) δ 7.17 (t, J=7.2 Hz, 1H), 7.08 (d, J=7.2 Hz, 1H), 6.89 (d, J=8.4 Hz, 1H), 6.84 (t, J=7.6 Hz, 1H), 3.89 (s, 3H), 3.35-3.45 (m, 3H), 3.21-3.31 (m, 3H), 2.76-2.83 (m, 3H), 2.29-2.45 (m, 3H), 1.82-2.01 (m, 3H), 1.72-1.81 (m, 2H) ppm. 13C NMR (400 MHz, CD3OD) δ 172.0, 158.0, 130.4, 127.8, 127.2, 120... Reactants: C1(=CC=CC=C1)S(=O)CCCCOC=1C=C2CCC(NC2=CC1)=O (6-(4-phenylsulfinyl-butoxy)-3,4-dihydro-carbostyril), OO (hydrogen peroxide). The product is C1(=CC=CC=C1)S(=O)(=O)CCCCOC=1C=C2CCC(NC2=CC1)=O (6-(4-Phenylsulfonyl-butoxy)-3,4-dihydro-carbostyril). RXN SMILES: [C:1]1([S:7]([CH2:9][CH2:10][CH2:11][CH2:12][O:13][C:14]2[CH:15]=[C:16]3[C:21](=[CH:22][CH:23]=2)[NH:20][C:19](=[O:24])[CH2:18][CH2:17]3)=[O:8])[CH:6]=[CH:5][CH:4]=[CH:3][CH:2]=1.[OH:25]O>>[C:1]1([S:7]([CH2:9][CH2:10][CH2:11][CH2:12][O:13][C:14]2[CH:15]=[C:16]3[C:21](=[CH:22][CH:23]=2)[NH:20][C:19](=[O:24])[CH2:18][CH2:17]3)(=[O:25])=[O:8])[CH:6]=[CH:5][CH:4]=[CH:3][CH:2]=1. Procedure: Prepared analogous to Example 3 from 6-(4-phenylsulfinyl-butoxy)-3,4-dihydro-carbostyril and hydrogen peroxide. The reactants are CCO, CC1CCNC(C(=O)O)C1, O=S(Cl)Cl. Product: CCOC(=O)C1CC(C)CCN1. As a reaction SMILES: [CH2:15]([CH3:16])[OH:17].[CH3:5][CH:6]1[CH2:7][CH:8]([C:12](=[O:13])[OH:14])[NH:9][CH2:10][CH2:11]1.[S:1]([Cl:2])([Cl:3])=[O:4]>>[CH3:5][CH:6]1[CH2:7][CH:8]([C:12](=[O:13])[O:14][CH2:15][CH3:16])[NH:9][CH2:10][CH2:11]1. The reactants are COC(=O)CCC(C#N)(CCC(=O)OC)c1ccccc1F, CO, Cc1ccccc1, [H-], [Na+]. Yields the product COC(=O)C1CC(C#N)(c2ccccc2F)CCC1=O. RXN SMILES: [C:1](#[N:2])[C:3]([CH2:4][CH2:5][C:6](=[O:7])[O:8][CH3:9])([CH2:10][CH2:11][C:12]([O:14][CH3:13])=[O:15])[c:16]1[c:17]([F:22])[cH:18][cH:19][cH:20][cH:21]1.[CH3:25][OH:26].[CH3:27][c:28]1[cH:29][cH:30][cH:31][cH:32][cH:33]1.[H-:23].[Na+:24]>>[C:1](#[N:2])[C:3]1([c:16]2[c:17]([F:22])[cH:18][cH:19][cH:20][cH:21]2)[CH2:4][CH:5]([C:6](=[O:7])[O:8][CH3:9])[C:12](=[O:14])[CH2:11][CH2:10]1.